From a dataset of the Open Reaction Database (ORD), a public repository of structured organic reaction records. describe an organic reaction: reactants, conditions, products, and yield Reactants: C(CCC)C1=NC2=C(N1CC1=CC=C(C=C1)OC(C1=CC=CC=C1)C(=O)OCC)C=C(C=C2N=C=O)N(C)C (2-n-butyl-1-[4-[(α-ethoxycarbonyl)benzyloxy]benzyl]-6-dimethylamino-carbonylaminobenzimidazole), [OH-].[Na+] (sodium hydroxide). The solvent is C(C)O (ethanol). The product is C(CCC)C1=NC2=C(N1CC1=CC=C(C=C1)OC(C1=CC=CC=C1)C(=O)O)C=C(C=C2)NC(=O)N(C)C (2-n-Butyl-1-[4-[(α-carboxy)benzyloxy]benzyl]-6-dimethylaminocarbonylamino-benzimidazole). Reaction SMILES: [CH2:1]([C:5]1[N:9]([CH2:10][C:11]2[CH:16]=[CH:15][C:14]([O:17][CH:18]([C:25]([O:27]CC)=[O:26])[C:19]3[CH:24]=[CH:23][CH:22]=[CH:21][CH:20]=3)=[CH:13][CH:12]=2)[C:8]2[CH:30]=[C:31](N(C)C)[CH:32]=[C:33](N=C=O)[C:7]=2[N:6]=1)[CH2:2][CH2:3][CH3:4].[OH-:40].[Na+]>C(O)C>[CH2:1]([C:5]1[N:9]([CH2:10][C:11]2[CH:16]=[CH:15][C:14]([O:17][CH:18]([C:25]([OH:27])=[O:26])[C:19]3[CH:20]=[CH:21][CH:22]=[CH:23][CH:24]=3)=[CH:13][CH:12]=2)[C:8]2[CH:30]=[C:31]([NH:6][C:5]([N:9]([CH3:10])[CH3:8])=[O:40])[CH:32]=[CH:33][C:7]=2[N:6]=1)[CH2:2][CH2:3][CH3:4] |f:1.2|. Reported procedure: Prepared analogously to Example 1b from 2-n-butyl-1-[4-[(α-ethoxycarbonyl)benzyloxy]benzyl]-6-dimethylamino-carbonylaminobenzimidazole and 2N sodium hydroxide solution in ethanol.